This data is from the Open Reaction Database (ORD), a public repository of structured organic reaction records. The task is: describe an organic reaction: reactants, conditions, products, and yield Reactants: [H-].[Na+] (Sodium hydride), BrC1=CC=CC(=N1)C1=NNC2=NC=CC=C21 (3-(6-bromo-2-pyridyl)-1H-pyrazolo[5,4-b]pyridine), C(C1=CC=CC=C1)(C1=CC=CC=C1)(C1=CC=CC=C1)Cl (Trityl chloride). Run in CN(C)C=O (DMF). Reaction conditions: temperature 0 celsius, time 30 minute. Product: BrC1=CC=CC(=N1)C1=NN(C2=NC=CC=C21)C(C2=CC=CC=C2)(C2=CC=CC=C2)C2=CC=CC=C2 (3-(6-bromopyridin-2-yl)-1-trityl-1H-pyrazolo[3,4-b]pyridine). RXN SMILES: [Br:1][C:2]1[N:7]=[C:6]([C:8]2[C:16]3[C:11](=[N:12][CH:13]=[CH:14][CH:15]=3)[NH:10][N:9]=2)[CH:5]=[CH:4][CH:3]=1.[H-].[Na+].[C:19](Cl)([C:32]1[CH:37]=[CH:36][CH:35]=[CH:34][CH:33]=1)([C:26]1[CH:31]=[CH:30][CH:29]=[CH:28][CH:27]=1)[C:20]1[CH:25]=[CH:24][CH:23]=[CH:22][CH:21]=1>CN(C=O)C>[Br:1][C:2]1[N:7]=[C:6]([C:8]2[C:16]3[C:11](=[N:12][CH:13]=[CH:14][CH:15]=3)[N:10]([C:19]([C:20]3[CH:25]=[CH:24][CH:23]=[CH:22][CH:21]=3)([C:32]3[CH:33]=[CH:34][CH:35]=[CH:36][CH:37]=3)[C:26]3[CH:27]=[CH:28][CH:29]=[CH:30][CH:31]=3)[N:9]=2)[CH:5]=[CH:4][CH:3]=1 |f:1.2|. Procedure: A stirred suspension of 3-(6-bromo-2-pyridyl)-1H-pyrazolo[5,4-b]pyridine (3.00 g, 10.90 mmol) in dry DMF (30.00 mL) was cooled in an ice-bath. Sodium hydride (479.6 mg, 11.99 mmol) was added in one portion and the resulting mixture changed to a yellow solution and was stirred at 0° C. for 30 minutes. Trityl chloride (3.189 g, 11.44 mmol) was added in one portion and the resulting yellow suspension was stirred at RT for 60 minutes, by which time it was a bright yellow suspension. Analysis by LCMS... Reactants: BrC=1C=C2CCC(C2=CC1)=C1SCCCS1 (2-(5-bromo-indan-1-ylidene)-[1,3]dithiane), C(C)(=O)O (acetic acid), Cl (HCl). The product is BrC=1C=C2CCC(C2=CC1)C(=O)O ((rac)-5-Bromo-indan-1-carboxylic acid). The yield is 86.0%. As a reaction SMILES: [Br:1][C:2]1[CH:3]=[C:4]2[C:8](=[CH:9][CH:10]=1)C(=C1SCCCS1)[CH2:6][CH2:5]2.Cl.[C:18]([OH:21])(=[O:20])[CH3:19]>>[Br:1][C:2]1[CH:3]=[C:4]2[C:8](=[CH:9][CH:10]=1)[CH:19]([C:18]([OH:21])=[O:20])[CH2:6][CH2:5]2. Procedure details: To a mixture of 2-(5-bromo-indan-1-ylidene)-[1,3]dithiane (2.02 g, 6.45 mmol) in acetic acid (34 ml) was added 37% HCl (11 ml). After the addition, the brown mixture was heated to reflux for 3 h; then, the reaction mixture was allowed to cool to room temperature and was concentrated to dryness, using toluene as co-evaporating solvent to remove acetic acid and water. This process was repeated four times. The remaining brown oil was purified by chromatography (silica gel; CH2Cl2/EtOAc 100:0-0:100)... Reactants: NC1=CC=C(C=CC(=O)OCC)C=C1 (ethyl p-aminocinnamate), CCOCC (ether), C(C)OCC (ethyl ether), C(C)(=O)OC(C)=O (acetic anhydride). The solvent is CCCCCC (hexane). Yields the product C(C)(=O)NC1=CC=C(C=CC(=O)OCC)C=C1 (ethyl p-acetamidocinnamate). Reaction SMILES: [NH2:1][C:2]1[CH:14]=[CH:13][C:5]([CH:6]=[CH:7][C:8]([O:10][CH2:11][CH3:12])=[O:9])=[CH:4][CH:3]=1.[CH2:15]([O:17]CC)[CH3:16].C(OC(=O)C)(=O)C>CCCCCC>[C:15]([NH:1][C:2]1[CH:3]=[CH:4][C:5]([CH:6]=[CH:7][C:8]([O:10][CH2:11][CH3:12])=[O:9])=[CH:13][CH:14]=1)(=[O:17])[CH3:16]. Procedure: A sample of 50 g. of ethyl p-aminocinnamate is dissolved in 500 ml. of ethyl ether and a solution of 28 g. of acetic anhydride in 30 ml. of ether is added dropwise. When the addition is complete, the reaction is allowed to stir for another hour. The mixture is then diluted with hexane and filtered, providing ethyl p-acetamidocinnamate. Starting materials: BrC1=NC(=CC=C1)OCC (2-Bromo-6-ethoxypyridine), C(CCC)[Sn](C1=CN=C2N1C=CC(=N2)C(F)(F)F)(CCCC)CCCC (3-tributylstannyl-7-trifluoromethylimidazo[1,2-α]pyrimidine). Yields the product C(C)OC1=CC=CC(=N1)C1=CN=C2N1C=CC(=N2)C(F)(F)F (3-(6-ethoxypyridin-2-yl)-7-(trifluoromethyl)imidazo[1,2-α]pyrimidine). Isolated yield 25.8%. As a reaction SMILES: Br[C:2]1[CH:7]=[CH:6][CH:5]=[C:4]([O:8][CH2:9][CH3:10])[N:3]=1.C([Sn](CCCC)(CCCC)[C:16]1[N:20]2[CH:21]=[CH:22][C:23]([C:25]([F:28])([F:27])[F:26])=[N:24][C:19]2=[N:18][CH:17]=1)CCC>>[CH2:9]([O:8][C:4]1[N:3]=[C:2]([C:16]2[N:20]3[CH:21]=[CH:22][C:23]([C:25]([F:26])([F:27])[F:28])=[N:24][C:19]3=[N:18][CH:17]=2)[CH:7]=[CH:6][CH:5]=1)[CH3:10]. Procedure: 2-Bromo-6-ethoxypyridine (0.30 g, 1.48 mmol) was coupled to 3-tributylstannyl-7-trifluoromethylimidazo[1,2-α]pyrimidine (1.13 mmol) by the method of Example 1. Purification by chromatography on silica gel eluting with isohexane on a gradient of ethyl acetate (20-40%) and trituration with isohexane gave 3-(6-ethoxypyridin-2-yl)-7-(trifluoromethyl)imidazo[1,2-α]pyrimidine (90 mg) as a pale yellow solid: δH (400 MHz, CDCl3) 1.50 (3H, t, J 7), 4.45 (2H, quartet, J 7), 6.73 (1H, d, J 8), 7.34 (1H, d,... Reactants: Cc1cc(C(C)(C)C)c(O)c(C(C)(C)C)c1, CN(C)C=O, CCOC(C)=O, C=C[Sn](CCCC)(CCCC)CCCC, O=C(O)c1cccnc1Cl, [Pd]. The product is C=Cc1ncccc1C(=O)O. As a reaction SMILES: [C:26]([c:27]1[cH:28][c:29]([CH3:30])[cH:31][c:32]([C:33]([CH3:34])([CH3:35])[CH3:36])[c:37]1[OH:38])([CH3:39])([CH3:40])[CH3:41].[CH3:42][N:43]([CH3:44])[CH:45]=[O:46].[CH3:48][CH2:49][O:50][C:51](=[O:52])[CH3:53].[CH:11](=[CH2:12])[Sn:13]([CH2:14][CH2:15][CH2:16][CH3:17])([CH2:18][CH2:19][CH2:20][CH3:21])[CH2:22][CH2:23][CH2:24][CH3:25].[Cl:1][c:2]1[n:3][cH:4][cH:5][cH:6][c:7]1[C:8](=[O:9])[OH:10].[Pd:47]>>[c:2]1([CH:11]=[CH2:12])[n:3][cH:4][cH:5][cH:6][c:7]1[C:8](=[O:9])[OH:10]. Starting materials: O=C([O-])O, CC(C)=O, Oc1cc2c(c(Cl)c1O)CCNCC2c1ccccc1, Cl, O=C(Cl)c1ccc(C(F)(F)F)cc1, [Na+], O. RXN SMILES: [C:35](=[O:36])([OH:37])[O-:38].[CH3:41][C:42]([CH3:43])=[O:44].[Cl:2][c:3]1[c:4]([OH:21])[c:5]([OH:20])[cH:6][c:7]2[c:13]1[CH2:12][CH2:11][NH:10][CH2:9][CH:8]2[c:14]1[cH:15][cH:16][cH:17][cH:18][cH:19]1.[ClH:1].[F:22][C:23]([c:24]1[cH:25][cH:26][c:27]([C:28](=[O:29])[Cl:30])[cH:31][cH:32]1)([F:33])[F:34].[Na+:39].[OH2:40]>>[Cl:2][c:3]1[c:4]([OH:21])[c:5]([OH:20])[cH:6][c:7]2[c:13]1[CH2:12][CH2:11][N:10]([C:28]([c:27]1[cH:26][cH:25][c:24]([C:23]([F:22])([F:33])[F:34])[cH:32][cH:31]1)=[O:29])[CH2:9][CH:8]2[c:14]1[cH:15][cH:16][cH:17][cH:18][cH:19]1. The product is O=C(c1ccc(C(F)(F)F)cc1)N1CCc2c(cc(O)c(O)c2Cl)C(c2ccccc2)C1. Reactants: CC(CB(O)O)C (2-methylpropylboronic acid), O.O.O.O.O.O.OC(C)(C)C(C)(C)O (pinacol hexahydrate). Run in CCOCC (ether), CCCCCC (hexane). Reaction conditions: time 24 hour. The product is CC1(OB(OC1(C)C)CC(C)C)C (4,4,5,5-tetramethyl-2-(2-methylpropyl)-1,3,2-dioxaborolane). Isolated yield 48.4%. Reaction SMILES: [CH3:1][CH:2]([CH3:7])[CH2:3][B:4]([OH:6])[OH:5].O.O.O.O.O.O.O[C:15]([C:18](O)([CH3:20])[CH3:19])([CH3:17])[CH3:16]>CCOCC.CCCCCC>[CH3:16][C:15]1([CH3:17])[C:18]([CH3:20])([CH3:19])[O:6][B:4]([CH2:3][CH:2]([CH3:7])[CH3:1])[O:5]1 |f:1.2.3.4.5.6.7|. Procedure: A solution of 50.13 g (0.494 mol) of 2-methylpropylboronic acid in 300 mL of ether, prepared by a procedure substantially similar to the foregoing, was contacted with 112.63 g (0.494 mol) of pinacol hexahydrate and stirred for 24 hours. At the end of this period, the resulting reaction mixture was diluted with 500 mL of hexane. A top layer formed which was separated from the rest of the mixture and contacted with 18 mL of water. After stirring for 15 minutes, 9.52 g of a solid separated, which w...